From a dataset of the Open Reaction Database (ORD), a public repository of structured organic reaction records. describe an organic reaction: reactants, conditions, products, and yield The reactants are ClC=1C=C(C=C2C=3CCCC(C3NC12)(O[Si](C)(C)C)C(F)(F)F)F (8-Chloro-6-fluoro-1-(trifluoromethyl)-1-(trimethylsilyloxy)-2,3,4,9-tetrahydro-1H-carbazole), [OH-].[K+] (KOH). The solvent is C1CCOC1 (THF), O (water), O (water). Reaction conditions: time 2 hour. The product is ClC=1C=C(C=C2C=3CCCC(C3NC12)(O)C(F)(F)F)F (8-Chloro-6-fluoro-1-(trifluoromethyl)-2,3,4,9-tetrahydro-1H-carbazol-1-ol). The yield is 25.0%. As a reaction SMILES: [Cl:1][C:2]1[CH:3]=[C:4]([F:24])[CH:5]=[C:6]2[C:14]=1[NH:13][C:12]1[C:11]([C:20]([F:23])([F:22])[F:21])([O:15][Si](C)(C)C)[CH2:10][CH2:9][CH2:8][C:7]2=1.[OH-].[K+]>C1COCC1.O>[Cl:1][C:2]1[CH:3]=[C:4]([F:24])[CH:5]=[C:6]2[C:14]=1[NH:13][C:12]1[C:11]([C:20]([F:23])([F:21])[F:22])([OH:15])[CH2:10][CH2:9][CH2:8][C:7]2=1 |f:1.2|. Procedure: 8-Chloro-6-fluoro-1-(trifluoromethyl)-1-(trimethylsilyloxy)-2,3,4,9-tetrahydro-1H-carbazole (0.1 g, 0.26 mmol) was dissolved in THF (10 mL) and KOH (0.073 g, 1.3 mmol), in water (2 mL), was added. The reaction mixture was stirred at room temperature for 2 h, diluted with water (25 mL) and extracted with EtOAc (2×25 mL). The combined organic extracts were dried over Na2SO4, concentrated in vacuo to give the crude compound which was purified by silica gel chromatography [EtOAc-hexane (1:4) as elua... The reactants are Cl.CC1OC(C2=CC=C(C=C2C1)CCN1CCNCC1)=O (3-methyl-6-[2-(piperazin-1-yl)ethyl]-3,4-dihydro-1H-isochromen-1-one hydrochloride), C(C)(=O)O[BH-](OC(C)=O)OC(C)=O.[Na+] (sodium triacetoxyborohydride), [OH-].[Na+] (NaOH), COC1=C(C#N)C=CC(=C1)CC=O (2-methoxy-4-(2-oxoethyl)benzonitrile). Solvent: CCO (EtOH). Run at time 1 hour. Product: COC1=C(C#N)C=CC(=C1)CCN1CCN(CC1)CCC=1C=C2CC(OC(C2=CC1)=O)C (2-methoxy-4-(2-{4-[2-(3-methyl-1-oxo-3,4-dihydro-1H-isochromen-6-yl)ethyl]piperazin-1-yl}ethyl)benzonitrile). Yield: 62.9%. As a reaction SMILES: Cl.[CH3:2][CH:3]1[CH2:12][C:11]2[C:6](=[CH:7][CH:8]=[C:9]([CH2:13][CH2:14][N:15]3[CH2:20][CH2:19][NH:18][CH2:17][CH2:16]3)[CH:10]=2)[C:5](=[O:21])[O:4]1.[OH-].[Na+].[CH3:24][O:25][C:26]1[CH:33]=[C:32]([CH2:34][CH:35]=O)[CH:31]=[CH:30][C:27]=1[C:28]#[N:29].C(O[BH-](OC(=O)C)OC(=O)C)(=O)C.[Na+]>CCO>[CH3:24][O:25][C:26]1[CH:33]=[C:32]([CH2:34][CH2:35][N:18]2[CH2:17][CH2:16][N:15]([CH2:14][CH2:13][C:9]3[CH:10]=[C:11]4[C:6](=[CH:7][CH:8]=3)[C:5](=[O:21])[O:4][CH:3]([CH3:2])[CH2:12]4)[CH2:20][CH2:19]2)[CH:31]=[CH:30][C:27]=1[C:28]#[N:29] |f:0.1,2.3,5.6|. Procedure details: To a flask containing 3-methyl-6-[2-(piperazin-1-yl)ethyl]-3,4-dihydro-1H-isochromen-1-one hydrochloride (123 mg, 0.40 mmol) was added in 2 mL of EtOH and NaOH (79 μl, 0.40 mmol). The solvent was removed and the free amine redissolved in DCM and filtered directly into a flask containing 2-methoxy-4-(2-oxoethyl)benzonitrile (58 mg, 0.33 mmol). The mixture was allowed to stir for 20 minutes before sodium triacetoxyborohydride (210 mg, 0.99 mmol) was added. The reaction stirred for 1 hour before be...